This data is from the Open Reaction Database (ORD), a public repository of structured organic reaction records. The task is: describe an organic reaction: reactants, conditions, products, and yield Procedure: Methyl cis-2-(3-amino-5-(5-(4-hydroxycyclohexylamino)-[1,2,4]triazolo[1,5-a]pyridin-2-ylamino)pyridin-2-yl)acetate. To a mixture of diethyl cis-2-(3-amino-5-(5-(4-hydroxycyclohexylamino)-[1,2,4]triazolo[1,5-c]pyridin-2-ylamino)pyridin-2-yl)malonate (120.0 mg, 0.23 mmol) in a mixture of dichloromethane (10 mL) and methanol (50 mL) was added Raney nickel (100 mg), and the mixture was stirred under hydrogen at room temperature for 24 hours. LCMS analysis showed that the major product was the desire... The reagents and catalysts are [Ni] (Raney nickel). Solvent: ClCCl (dichloromethane), CO (methanol). Starting materials: NC=1C(=NC=C(C1)NC1=NN2C(C=CC=C2N[C@@H]2CC[C@@H](CC2)O)=N1)CC(=O)OC (Methyl cis-2-(3-amino-5-(5-(4-hydroxycyclohexylamino)-[1,2,4]triazolo[1,5-a]pyridin-2-ylamino)pyridin-2-yl)acetate), diethyl cis-2-(3-amino-5-(5-(4-hydroxycyclohexylamino)-[1,2,4]triazolo[1,5-c]pyridin-2-ylamino)pyridin-2-yl)malonate. Product: O[C@H]1CC[C@H](CC1)NC1=CC=CC=2N1N=C(N2)NC=2C=C1C(=NC2)CC(N1)=O (cis-6-(5-(4-Hydroxycyclohexylamino)-[1,2,4]triazolo[1,5-a]pyridin-2-ylamino)-1H-pyrrolo[3,2-b]pyridin-2(3H)-one). Run at time 24 hour. RXN SMILES: [NH2:1][C:2]1[C:3]([CH2:26][C:27]([O:29]C)=O)=[N:4][CH:5]=[C:6]([NH:8][C:9]2[N:25]=[C:12]3[CH:13]=[CH:14][CH:15]=[C:16]([NH:17][C@H:18]4[CH2:23][CH2:22][C@@H:21]([OH:24])[CH2:20][CH2:19]4)[N:11]3[N:10]=2)[CH:7]=1>ClCCl.CO.[Ni]>[OH:24][C@@H:21]1[CH2:22][CH2:23][C@H:18]([NH:17][C:16]2[N:11]3[N:10]=[C:9]([NH:8][C:6]4[CH:7]=[C:2]5[NH:1][C:27](=[O:29])[CH2:26][C:3]5=[N:4][CH:5]=4)[N:25]=[C:12]3[CH:13]=[CH:14][CH:15]=2)[CH2:19][CH2:20]1. Starting materials: CCOC(C)=O, COc1cc(Nc2c(C#N)cnc3cc(-c4ccc(CO)cc4)ccc23)c(Cl)cc1Cl, CC(C)=C(Cl)N(C)C, ClCCl, c1ccncc1. Product: COc1cc(Nc2c(C#N)cnc3cc(-c4ccc(CCl)cc4)ccc23)c(Cl)cc1Cl. RXN SMILES: [CH3:40][CH2:41][O:42][C:43](=[O:44])[CH3:45].[Cl:1][c:2]1[c:3]([NH:4][c:5]2[c:6]([C:23]#[N:24])[cH:7][n:8][c:9]3[cH:10][c:11](-[c:15]4[cH:16][cH:17][c:18]([CH2:21][OH:22])[cH:19][cH:20]4)[cH:12][cH:13][c:14]23)[cH:25][c:26]([O:30][CH3:31])[c:27]([Cl:29])[cH:28]1.[Cl:32][C:33]([N:34]([CH3:35])[CH3:36])=[C:37]([CH3:38])[CH3:39].[Cl:46][CH2:47][Cl:48].[cH:49]1[cH:50][cH:51][n:52][cH:53][cH:54]1>>[Cl:1][c:2]1[c:3]([NH:4][c:5]2[c:6]([C:23]#[N:24])[cH:7][n:8][c:9]3[cH:10][c:11](-[c:15]4[cH:16][cH:17][c:18]([CH2:21][Cl:32])[cH:19][cH:20]4)[cH:12][cH:13][c:14]23)[cH:25][c:26]([O:30][CH3:31])[c:27]([Cl:29])[cH:28]1. Starting materials: CC1=CC(NC2=CC=C(C=C12)OCCCCBr)=O (4-methyl-6-(4-bromo-butoxy)-carbostyril), SC1=NC=CC=C1 (2-mercapto-pyridine). The product is CC1=CC(NC2=CC=C(C=C12)OCCCCSC1=NC=CC=C1)=O (4-Methyl-6-[4-(2-pyridyl-mercapto)-butoxy]-carbostyril). RXN SMILES: [CH3:1][C:2]1[C:11]2[C:6](=[CH:7][CH:8]=[C:9]([O:12][CH2:13][CH2:14][CH2:15][CH2:16]Br)[CH:10]=2)[NH:5][C:4](=[O:18])[CH:3]=1.[SH:19][C:20]1[CH:25]=[CH:24][CH:23]=[CH:22][N:21]=1>>[CH3:1][C:2]1[C:11]2[C:6](=[CH:7][CH:8]=[C:9]([O:12][CH2:13][CH2:14][CH2:15][CH2:16][S:19][C:20]3[CH:25]=[CH:24][CH:23]=[CH:22][N:21]=3)[CH:10]=2)[NH:5][C:4](=[O:18])[CH:3]=1. Reported procedure: Prepared analogous to Example 122 from 4-methyl-6-(4-bromo-butoxy)-carbostyril (m.p. 217°-219° C.) and 2-mercapto-pyridine. The reactants are O=C(Cl)c1ccc(Br)cc1, ClCCl, [Na+], [OH-], NCCCCCOc1ccc(-n2ccnc2)cc1. Product: O=C(NCCCCCOc1ccc(-n2ccnc2)cc1)c1ccc(Br)cc1. Reaction SMILES: [Br:19][c:20]1[cH:21][cH:22][c:23]([C:24](=[O:25])[Cl:26])[cH:27][cH:28]1.[Cl:29][CH2:30][Cl:31].[Na+:33].[OH-:32].[n:1]1(-[c:6]2[cH:7][cH:8][c:9]([O:10][CH2:11][CH2:12][CH2:13][CH2:14][CH2:15][NH2:16])[cH:17][cH:18]2)[cH:2][n:3][cH:4][cH:5]1>>[n:1]1(-[c:6]2[cH:7][cH:8][c:9]([O:10][CH2:11][CH2:12][CH2:13][CH2:14][CH2:15][NH:16][C:24]([c:23]3[cH:22][cH:21][c:20]([Br:19])[cH:28][cH:27]3)=[O:25])[cH:17][cH:18]2)[cH:2][n:3][cH:4][cH:5]1. Reactants: N[C@@H](C(C)C)C(=O)O (Valine), C(C)(=O)O (acetic acid). Reaction conditions: temperature 150 celsius, time 1 hour. Product: C(C)(=O)N[C@@H](C(C)C)C(=O)O (N-Acetyl Valine). Yield: 83.5%. RXN SMILES: [NH2:1][C@H:2]([C:6]([OH:8])=[O:7])[CH:3]([CH3:5])[CH3:4].[C:9](O)(=[O:11])[CH3:10]>>[C:9]([NH:1][C@H:2]([C:6]([OH:8])=[O:7])[CH:3]([CH3:5])[CH3:4])(=[O:11])[CH3:10]. Procedure details: Valine (1 g, 8.53 mmol) and acetic acid (20 mL) were mixed together and heated at 150° C. in a microwave for one hour. The excess acetic acid was removed using a rotary evaporator. The residue was stirred in MTBE at ambient temperature for one hour. The mixture was filtered and the solid was washed with MTBE. The solid was dried in a vacuum oven at 60° C. The product was obtained as a white solid (1.13 grams, 83.5%). 1H NMR (500 MHz, DMSO-d6) δ ppm 0.74-0.98 (m, 6H), 1.81-1.96 (m, 3H), 1.97-2.18... Starting materials: crude product, C([O-])(O)=O.[Na+] (sodium bicarbonate), C(C)(=O)OC(C)=O (acetic anhydride), FC1=CC=C(OC2=C(C=C(C=C2)NC(OC(C)(C)C)=O)C2=NC=CC=C2)C=C1 (t-butyl (4-(4-fluoro-phenoxy)-3-pyridin-2-yl-phenyl)-carbamate), [H][H] (hydrogen). Reagents/catalysts: [C].[Pd] (palladium-carbon). Run in Cl.O1CCOCC1 (hydrochloric acid 1,4-dioxane), C(C)O (ethanol). Conditions: time 1 hour. The product is NC=1C=CC(=C(C1)C1N(CCCC1)C(C)=O)OC1=CC=C(C=C1)F (1-(2-(5-amino-2-(4-fluoro-phenoxy)-phenyl)-piperidin-1-yl)-ethanone). As a reaction SMILES: [C:1](OC(=O)C)(=[O:3])[CH3:2].[F:8][C:9]1[CH:35]=[CH:34][C:12]([O:13][C:14]2[CH:19]=[CH:18][C:17]([NH:20]C(=O)OC(C)(C)C)=[CH:16][C:15]=2[C:28]2[CH:33]=[CH:32][CH:31]=[CH:30][N:29]=2)=[CH:11][CH:10]=1.[H][H].C(=O)(O)[O-].[Na+]>[C].[Pd].Cl.O1CCOCC1.C(O)C>[NH2:20][C:17]1[CH:18]=[CH:19][C:14]([O:13][C:12]2[CH:34]=[CH:35][C:9]([F:8])=[CH:10][CH:11]=2)=[C:15]([CH:28]2[CH2:33][CH2:32][CH2:31][CH2:30][N:29]2[C:1](=[O:3])[CH3:2])[CH:16]=1 |f:3.4,5.6,7.8|. Procedure details: 0.3 ml of acetic anhydride and 100 mg of 10% palladium-carbon catalyst were added to an ethanol (20 ml) solution of 300 mg of t-butyl (4-(4-fluoro-phenoxy)-3-pyridin-2-yl-phenyl)-carbamate, and the reaction liquid was stirred overnight in a hydrogen atmosphere. The catalyst was removed through filtration through Celite, and the filtrate was distilled under reduced pressure to obtain a crude product. The resulting crude product was dissolved in 5 ml of 4 N hydrochloric acid/1,4-dioxane solution, ... Reactants: Brc1cnc(NC2CCCNC2)nc1, O=C(O)c1ccccc1-c1ccccc1F. Yields the product O=C(c1ccccc1-c1ccccc1F)N1CCCC(Nc2ncc(Br)cn2)C1. As a reaction SMILES: [Br:17][c:18]1[cH:19][n:20][c:21]([NH:24][CH:25]2[CH2:26][NH:27][CH2:28][CH2:29][CH2:30]2)[n:22][cH:23]1.[F:1][c:2]1[c:3](-[c:8]2[c:9]([C:14](=[O:15])[OH:16])[cH:10][cH:11][cH:12][cH:13]2)[cH:4][cH:5][cH:6][cH:7]1>>[F:1][c:2]1[c:3](-[c:8]2[c:9]([C:14](=[O:16])[N:27]3[CH2:26][CH:25]([NH:24][c:21]4[n:20][cH:19][c:18]([Br:17])[cH:23][n:22]4)[CH2:30][CH2:29][CH2:28]3)[cH:10][cH:11][cH:12][cH:13]2)[cH:4][cH:5][cH:6][cH:7]1. The reactants are Cl.C(C(C)C)N1C(CCCC1)C#CC1=C(C=CC(=C1)C(F)(F)F)C1=CC(=NC=N1)OC1=CC=CC2=C1N=C(S2)NC(C)=O (N-(4-(6-(2-(2-(1-isobutylpiperidin-2-yl)ethynyl)-4-(trifluoromethyl)phenyl)pyrimidin-4-yloxy)benzo[d]thiazol-2-yl)acetamide hydrochloride). The solvent is O1CCOCC1 (dioxane). Yields the product C(C(C)C)N1C(CCCC1)CCC1=C(C=CC(=C1)C(F)(F)F)C1=CC(=NC=N1)OC1=CC=CC2=C1N=C(S2)NC(C)=O (N-(4-(6-(2-(2-(1-Isobutylpiperidin-2-yl)ethyl)-4-(trifluoromethyl)phenyl)pyrimidin-4-yloxy)benzo[d]thiazol-2-yl)acetamide). As a reaction SMILES: Cl.[CH2:2]([N:6]1[CH2:11][CH2:10][CH2:9][CH2:8][CH:7]1[C:12]#[C:13][C:14]1[CH:19]=[C:18]([C:20]([F:23])([F:22])[F:21])[CH:17]=[CH:16][C:15]=1[C:24]1[N:29]=[CH:28][N:27]=[C:26]([O:30][C:31]2[C:36]3[N:37]=[C:38]([NH:40][C:41](=[O:43])[CH3:42])[S:39][C:35]=3[CH:34]=[CH:33][CH:32]=2)[CH:25]=1)[CH:3]([CH3:5])[CH3:4]>O1CCOCC1>[CH2:2]([N:6]1[CH2:11][CH2:10][CH2:9][CH2:8][CH:7]1[CH2:12][CH2:13][C:14]1[CH:19]=[C:18]([C:20]([F:22])([F:23])[F:21])[CH:17]=[CH:16][C:15]=1[C:24]1[N:29]=[CH:28][N:27]=[C:26]([O:30][C:31]2[C:36]3[N:37]=[C:38]([NH:40][C:41](=[O:43])[CH3:42])[S:39][C:35]=3[CH:34]=[CH:33][CH:32]=2)[CH:25]=1)[CH:3]([CH3:5])[CH3:4] |f:0.1|. Procedure: A solution of N-(4-(6-(2-(2-(1-isobutylpiperidin-2-yl)ethynyl)-4-(trifluoromethyl)phenyl)pyrimidin-4-yloxy)benzo[d]thiazol-2-yl)acetamide hydrochloride, Example 15(c), (221 mg, 0.37 mmol) in dioxane (5 mL) was hydrogenated under the conditions of Example 12(a) to provide the title compound as a tan solid. MS (ESI, pos. ion) m/z: 598 (M+1). Starting materials: C1(=CC=C(C=C1)S(=O)(=O)OC(CNC1=NC=C(C=C1)Br)C#N)C (2-(5-bromo-2-pyridinylamino)-1-cyanoethyl toluene-4-sulfonate). The solvent is C(C)#N (acetonitrile). Product: BrC=1C=CC=2N(C1)C(CN2)C#N (6-Bromo-2,3-dihydroimidazo[1,2-a]pyridine-3-carbonitrile). Yield: 88.7%. As a reaction SMILES: C1(C)C=CC(S(O[CH:11]([C:21]#[N:22])[CH2:12][NH:13][C:14]2[CH:19]=[CH:18][C:17]([Br:20])=[CH:16][N:15]=2)(=O)=O)=CC=1>C(#N)C>[Br:20][C:17]1[CH:18]=[CH:19][C:14]2[N:15]([CH:11]([C:21]#[N:22])[CH2:12][N:13]=2)[CH:16]=1. Procedure: 7.64 g of 2-(5-bromo-2-pyridinylamino)-1-cyanoethyl toluene-4-sulfonate was dissolved in 76 mL acetonitrile, and the mixture was heated for 15 hours under reflux. After the solvent was removed, an aqueous saturated sodium bicarbonate was poured into the reaction product which was then extracted with dichloromethane, and the organic layer was dried over anhydrous sodium sulfate and filtered through NH silica gel. The solvent was removed, whereby 3.83 g of the title compound (yellow solid) was obt... Starting materials: CC1=CC=C(NC2=C(C(=O)O)C=C(C(=C2)C(=O)O)NC2=CC=C(C=C2)C)C=C1 (2,5-di(4-methylanilino)terephthalic acid), S(N)(=O)(=O)N(C1=CC=CC=C1)C1=C(C(=O)O)C=C(C(=C1)C(=O)O)N(C1=CC=CC=C1)S(N)(=O)=O (2,5-di(sulfamoylanilino)terephthalic acid). Product: CC1=CC2=C(C=C1)NC3=CC4=C(C=C3C2=O)NC5=C(C4=O)C=C(C=C5)C (2,9-Dimethylquinacridone). RXN SMILES: [CH3:1][C:2]1[CH:28]=[CH:27][C:5]([NH:6][C:7]2[CH:15]=[C:14]([C:16]([OH:18])=O)[C:13]([NH:19][C:20]3[CH:25]=[CH:24][C:23]([CH3:26])=[CH:22][CH:21]=3)=[CH:12][C:8]=2[C:9](O)=[O:10])=[CH:4][CH:3]=1.S(N(C1C=C(C(O)=O)C(N(S(=O)(=O)N)C2C=CC=CC=2)=CC=1C(O)=O)C1C=CC=CC=1)(=O)(=O)N>>[CH3:1][C:2]1[CH:28]=[CH:27][C:5]2[NH:6][C:7]3[C:8]([C:9](=[O:10])[C:4]=2[CH:3]=1)=[CH:12][C:13]1[NH:19][C:20]2[CH:25]=[CH:24][C:23]([CH3:26])=[CH:22][C:21]=2[C:16](=[O:18])[C:14]=1[CH:15]=3. Procedure details: Pigmentary 2,9-dimethylquinacridone was prepared exactly as described in comparison Example 1 except that 2% by weight, relative to the 2,5-di(4-methylanilino)terephthalic acid, of 2,5-di(sulfamoylanilino)terephthalic acid (1.4 g) was included in the ring-closure reaction. 2,9-Dimethylquinacridone (58 g) was obtained as a magenta pigment.